From a dataset of the Open Reaction Database (ORD), a public repository of structured organic reaction records. describe an organic reaction: reactants, conditions, products, and yield The reactants are Cc1cc(Br)cnc1N1CCN(C(=O)OC(C)(C)C)CC1, CB(O)O, [F-], [K+], C1CCOC1, O. Product: Cc1cnc(N2CCN(C(=O)OC(C)(C)C)CC2)c(C)c1. RXN SMILES: [C:1]([CH3:2])([CH3:3])([CH3:4])[O:5][C:6](=[O:7])[N:8]1[CH2:9][CH2:10][N:11]([c:14]2[n:15][cH:16][c:17]([Br:21])[cH:18][c:19]2[CH3:20])[CH2:12][CH2:13]1.[CH3:22][B:23]([OH:24])[OH:25].[F-:26].[K+:27].[O:28]1[CH2:29][CH2:30][CH2:31][CH2:32]1.[OH2:33]>>[C:1]([CH3:2])([CH3:3])([CH3:4])[O:5][C:6](=[O:7])[N:8]1[CH2:9][CH2:10][N:11]([c:14]2[n:15][cH:16][c:17]([CH3:22])[cH:18][c:19]2[CH3:20])[CH2:12][CH2:13]1.